The task is: describe an organic reaction: reactants, conditions, products, and yield. This data is from the Open Reaction Database (ORD), a public repository of structured organic reaction records. The reactants are CCOC(=O)Cn1ccc2c(OCCc3ccc(-c4ccc(C(F)(F)F)cc4)nc3C)cccc21, [Li+], [OH-]. Yields the product Cc1nc(-c2ccc(C(F)(F)F)cc2)ccc1CCOc1cccc2c1ccn2CC(=O)O. RXN SMILES: [CH2:1]([CH3:2])[O:3][C:4]([CH2:5][n:6]1[cH:7][cH:8][c:9]2[c:10]([O:15][CH2:16][CH2:17][c:18]3[c:19]([CH3:34])[n:20][c:21](-[c:24]4[cH:25][cH:26][c:27]([C:30]([F:31])([F:32])[F:33])[cH:28][cH:29]4)[cH:22][cH:23]3)[cH:11][cH:12][cH:13][c:14]12)=[O:35].[Li+:37].[OH-:36]>>[O:3]=[C:4]([CH2:5][n:6]1[cH:7][cH:8][c:9]2[c:10]([O:15][CH2:16][CH2:17][c:18]3[c:19]([CH3:34])[n:20][c:21](-[c:24]4[cH:25][cH:26][c:27]([C:30]([F:31])([F:32])[F:33])[cH:28][cH:29]4)[cH:22][cH:23]3)[cH:11][cH:12][cH:13][c:14]12)[OH:35]. Starting materials: COCCOC, CI, [H-], [Na+], c1ccc2c(c1)NCc1nnnn1-2. The product is CN1Cc2nnnn2-c2ccccc21. RXN SMILES: [CH2:18]([CH2:19][O:20][CH3:21])[O:22][CH3:23].[CH3:14][I:15].[H-:16].[Na+:17].[n:1]1[n:2][n:3][c:4]2[n:5]1-[c:6]1[cH:7][cH:8][cH:9][cH:10][c:11]1[NH:12][CH2:13]2>>[n:1]1[n:2][n:3][c:4]2[n:5]1-[c:6]1[cH:7][cH:8][cH:9][cH:10][c:11]1[N:12]([CH3:14])[CH2:13]2. RXN SMILES: [C:1](=[O:2])([O-:3])[O-:4].[CH3:49][CH2:50][O:51][CH2:52][CH3:53].[CH3:7][O:8][c:9]1[cH:10][c:11]([SH:17])[cH:12][cH:13][c:14]1[O:15][CH3:16].[Cs+:5].[Cs+:6].[O:44]=[CH:45][N:46]([CH3:47])[CH3:48].[c:18]1([S:24](=[O:25])(=[O:26])[CH2:27][CH2:28][CH:29]2[C:30](=[O:43])[O:31][CH:32]2[CH2:33][CH2:34][CH2:35][CH2:36][c:37]2[cH:38][cH:39][cH:40][cH:41][cH:42]2)[cH:19][cH:20][cH:21][cH:22][cH:23]1>>[CH3:7][O:8][c:9]1[cH:10][c:11]([S:17][CH:32]([CH:29]([CH2:28][CH2:27][S:24]([c:18]2[cH:19][cH:20][cH:21][cH:22][cH:23]2)(=[O:25])=[O:26])[C:30](=[O:31])[OH:43])[CH2:33][CH2:34][CH2:35][CH2:36][c:37]2[cH:38][cH:39][cH:40][cH:41][cH:42]2)[cH:12][cH:13][c:14]1[O:15][CH3:16]. Starting materials: O=C([O-])[O-], CCOCC, COc1ccc(S)cc1OC, [Cs+], [Cs+], CN(C)C=O, O=C1OC(CCCCc2ccccc2)C1CCS(=O)(=O)c1ccccc1. Yields the product COc1ccc(SC(CCCCc2ccccc2)C(CCS(=O)(=O)c2ccccc2)C(=O)O)cc1OC.